From a dataset of the Open Reaction Database (ORD), a public repository of structured organic reaction records. describe an organic reaction: reactants, conditions, products, and yield Starting materials: OCC=C(C)CCC=C(C)CCC=C(C)C (farnesol), [H][H] (hydrogen), [H][H] (Hydrogen). The reagents and catalysts are [Ni] (Raney Nickel). Run in C(C)O (ethanol), C(C)O (ethanol). Reaction conditions: time 144 hour. The product is CC(CCO)CCCC(CCCC(C)C)C (3,7,11-Trimethyldodecanol). Isolated yield 88.0%. As a reaction SMILES: [OH:1][CH2:2][CH:3]=[C:4]([CH2:6][CH2:7][CH:8]=[C:9]([CH2:11][CH2:12][CH:13]=[C:14]([CH3:16])[CH3:15])[CH3:10])[CH3:5].[H][H]>[Ni].C(O)C>[CH3:5][CH:4]([CH2:6][CH2:7][CH2:8][CH:9]([CH3:10])[CH2:11][CH2:12][CH2:13][CH:14]([CH3:16])[CH3:15])[CH2:3][CH2:2][OH:1]. Reported procedure: Under nitrogen in a 1 liter 3-neck flask equipped with mechanical stirring, Raney Nickel (Raney 2800, Aldrich, 30% slurry in water, 20.4 g) was suspended in ethanol (400 mL). A solution of farnesol (mixture of cis and trans isomers, 25.0 g), in ethanol (75 mL) was added dropwise with a gentle sweep of hydrogen through the reaction mixture, and the mixture was stirred under hydrogen for 144 hours. Hydrogen was then replaced by nitrogen, and under a positive pressure of nitrogen the suspension was... Solvent: CN(C)C=O (DMF), CN(C=O)C (dimethylformamide). Reactants: O(Cl)Cl.[Zr] (zirconium oxychloride). RXN SMILES: [O:1]([Cl:3])[Cl:2].[Zr:4]>CN(C)C=O>[OH2:1].[OH2:1].[OH2:1].[OH2:1].[OH2:1].[OH2:1].[OH2:1].[OH2:1].[O:1]([Cl:3])[Cl:2].[Zr:4] |f:0.1,3.4.5.6.7.8.9.10.11.12|. Yields the product O.O.O.O.O.O.O.O.O(Cl)Cl.[Zr] (zirconium oxychloride octahydrate), final solution. Reported procedure: The precursor solution of zirconium oxychloride octahydrate (Mol. Wt. 322.25 grams/mole) was prepared by dissolving the salt into DMF at a concentration of 1.3 molar. Care was taken to ensure that the salt is completely dissolved via rapid continuous agitation and ultrasonic bath treatment. Specifically, 15.46 grams of zirconium oxychloride were dissolved into 23 ml of dimethylformamide to yield a final solution of about 30 ml. The precursor solution was clear, colorless and stable for several m... Starting materials: CCO, [Cl-], [Fe], N#Cc1cc([N+](=O)[O-])ccc1-c1ccccn1, [NH4+], O. RXN SMILES: [CH3:20][CH2:21][OH:22].[Cl-:18].[Fe:23].[N+:1]([O-:2])(=[O:3])[c:4]1[cH:5][cH:6][c:7](-[c:12]2[n:13][cH:14][cH:15][cH:16][cH:17]2)[c:8]([C:9]#[N:10])[cH:11]1.[NH4+:19].[OH2:24]>>[NH2:1][c:4]1[cH:5][cH:6][c:7](-[c:12]2[n:13][cH:14][cH:15][cH:16][cH:17]2)[c:8]([C:9]#[N:10])[cH:11]1. The product is N#Cc1cc(N)ccc1-c1ccccn1. Reactants: COC1=C(C=NC=C1)C=1C=C2C(=NN(C2=CC1)COCC[Si](C)(C)C)NC1=NC2=C(N1C1=CC=CC=C1)C=CC(=C2)CO ((2-(5-(4-methoxypyridin-3-yl)-1-((2-(trimethylsilyl)ethoxy)methyl)-1H-indazol-3-ylamino)-1-phenyl-1H-benzo[d]imidazol-5-yl)methanol), Cl (HCl). The solvent is C(C)O (ethanol). Reaction conditions: temperature 100 celsius. The product is COC1=C(C=NC=C1)C=1C=C2C(=NNC2=CC1)NC1=NC2=C(N1C1=CC=CC=C1)C=CC(=C2)CO ((2-(5-(4-methoxypyridin-3-yl)-1H-indazol-3-ylamino)-1-phenyl-1H-benzo[d]imidazol-5-yl)methanol). Reaction SMILES: [CH3:1][O:2][C:3]1[CH:8]=[CH:7][N:6]=[CH:5][C:4]=1[C:9]1[CH:10]=[C:11]2[C:15](=[CH:16][CH:17]=1)[N:14](COCC[Si](C)(C)C)[N:13]=[C:12]2[NH:26][C:27]1[N:31]([C:32]2[CH:37]=[CH:36][CH:35]=[CH:34][CH:33]=2)[C:30]2[CH:38]=[CH:39][C:40]([CH2:42][OH:43])=[CH:41][C:29]=2[N:28]=1.Cl>C(O)C>[CH3:1][O:2][C:3]1[CH:8]=[CH:7][N:6]=[CH:5][C:4]=1[C:9]1[CH:10]=[C:11]2[C:15](=[CH:16][CH:17]=1)[NH:14][N:13]=[C:12]2[NH:26][C:27]1[N:31]([C:32]2[CH:33]=[CH:34][CH:35]=[CH:36][CH:37]=2)[C:30]2[CH:38]=[CH:39][C:40]([CH2:42][OH:43])=[CH:41][C:29]=2[N:28]=1. Procedure: A mixture of (2-(5-(4-methoxypyridin-3-yl)-1-((2-(trimethylsilyl)ethoxy)methyl)-1H-indazol-3-ylamino)-1-phenyl-1H-benzo[d]imidazol-5-yl)methanol (0.024 g, 0.000040 mol) and 0.03 M HCl (1 mL,) in ethanol (3 mL) was heated at 100° C. for 2 hours. The reaction was concentrated and the residue was dissolved in DMSO and purified by HPLC. Reactants: BrC1=C(C=C(C(=C1)F)[N+](=O)[O-])F (1-bromo-2,5-difluoro-4-nitrobenzene), C[O-].[Na+] (sodium methoxide), crude product, CO (MeOH). Run in C(Cl)Cl (DCM). Run at temperature 60 celsius, time 1 hour. Yields the product COC1=C(C=C(C(=C1)Br)F)[N+](=O)[O-] (5-bromo-4-fluoro-2-nitrophenyl methyl ether). Isolated yield 95.2%. As a reaction SMILES: [Br:1][C:2]1[CH:7]=[C:6](F)[C:5]([N+:9]([O-:11])=[O:10])=[CH:4][C:3]=1[F:12].[CH3:13][O-:14].[Na+].CO>C(Cl)Cl>[CH3:13][O:14][C:6]1[CH:7]=[C:2]([Br:1])[C:3]([F:12])=[CH:4][C:5]=1[N+:9]([O-:11])=[O:10] |f:1.2|. Procedure details: To 1-bromo-2,5-difluoro-4-nitrobenzene (5.0 g, 21 mmol) was added 0.5 N sodium methoxide (50 mL, 25 mmol). The mixture was stirred at 60° C. for 1 h. The MeOH was rotovaped down. The crude product was dissolved in DCM (100 mL), washed with H2O, dried (Na2SO4), filtered, and rotovaped down to give the title compound of step A (5 g, 20 mmol, 95%) as a yellow solid. 1H NMR (400 MHz, CDCl3) δ ppm 7.69 (s, 1H), 7.28 (s, 1H), 3.95 (s, 3H).